Dataset: the Open Reaction Database (ORD), a public repository of structured organic reaction records. Task: describe an organic reaction: reactants, conditions, products, and yield Reactants: C(C)(C)(C)N1C(C2=C(C(=C3N2CCC=2C=C(C(=CC32)Br)OC)Br)CCC1)=O (9-tert-butyl-2,13-dibromo-3-methoxy-5,6,9,10,11,12-hexahydro-8H-azepino[4′,3′:4,5]pyrrolo[2,1-a]isoquinolin-8-one), N1=CC(=CC=C1)B(O)O (pyridine-3-boronic acid), C(=O)([O-])[O-].[K+].[K+] (K2CO3). Reagents/catalysts: C=1C=CC(=CC1)[P](C=2C=CC=CC2)(C=3C=CC=CC3)[Pd]([P](C=4C=CC=CC4)(C=5C=CC=CC5)C=6C=CC=CC6)([P](C=7C=CC=CC7)(C=8C=CC=CC8)C=9C=CC=CC9)[P](C=1C=CC=CC1)(C=1C=CC=CC1)C=1C=CC=CC1 (Pd(PPh3)4). Solvent: O (water), C(OC)COC (dimethoxyethane). Conditions: temperature 90 celsius. The product is C(C)(C)(C)N1C(C2=C(C(=C3N2CCC=2C=C(C(=CC32)C=3C=NC=CC3)OC)Br)CCC1)=O (9-tert-butyl-2-pyridin-3-yl-13-bromo-3-methoxy-5,6,9,10,11,12-hexahydro-8H-azepino[4′,3′:4,5]pyrrolo[2,1-a]isoquinolin-8-one). The yield is 63.6%. As a reaction SMILES: [C:1]([N:5]1[CH2:26][CH2:25][CH2:24][C:8]2[C:9]([Br:23])=[C:10]3[C:19]4[CH:18]=[C:17](Br)[C:16]([O:21][CH3:22])=[CH:15][C:14]=4[CH2:13][CH2:12][N:11]3[C:7]=2[C:6]1=[O:27])([CH3:4])([CH3:3])[CH3:2].[N:28]1[CH:33]=[CH:32][CH:31]=[C:30](B(O)O)[CH:29]=1.C([O-])([O-])=O.[K+].[K+]>C(COC)OC.O.C1C=CC([P]([Pd]([P](C2C=CC=CC=2)(C2C=CC=CC=2)C2C=CC=CC=2)([P](C2C=CC=CC=2)(C2C=CC=CC=2)C2C=CC=CC=2)[P](C2C=CC=CC=2)(C2C=CC=CC=2)C2C=CC=CC=2)(C2C=CC=CC=2)C2C=CC=CC=2)=CC=1>[C:1]([N:5]1[CH2:26][CH2:25][CH2:24][C:8]2[C:9]([Br:23])=[C:10]3[C:19]4[CH:18]=[C:17]([C:30]5[CH:29]=[N:28][CH:33]=[CH:32][CH:31]=5)[C:16]([O:21][CH3:22])=[CH:15][C:14]=4[CH2:13][CH2:12][N:11]3[C:7]=2[C:6]1=[O:27])([CH3:4])([CH3:3])[CH3:2] |f:2.3.4,^1:53,55,74,93|. Procedure details: A mixture of 150 mg of 13c, 44 mg of pyridine-3-boronic acid, 80 mg of K2CO3 and 22 mg of Pd(PPh3)4 in 3 ml of degassed dimethoxyethane was heated at 90° C., for 16 hr. The reaction mixture was cooled and diluted with 20 ml of water and the product was extracted with ethyl acetate. The extract was washed once with 2N KOH and once with water, dried and concentrated. The crude material was chromatographed over silica gel, using a gradient of heptane/ethyl acetate as eluent. The product isolated wa... Starting materials: C(#N)C1(CCCC1)C(=O)OCC (ethyl 1-cyanocyclopentanecarboxylate), solution, N (ammonia). The reagents and catalysts are [Rh] (rhodium-on-alumina). Solvent: C(C)O (ethanol). The product is NCC1(CCCC1)C(=O)OCC (Ethyl 1-aminomethylcyclopentanecarboxylate). As a reaction SMILES: [C:1]([C:3]1([C:8]([O:10][CH2:11][CH3:12])=[O:9])[CH2:7][CH2:6][CH2:5][CH2:4]1)#[N:2].N>C(O)C.[Rh]>[NH2:2][CH2:1][C:3]1([C:8]([O:10][CH2:11][CH3:12])=[O:9])[CH2:7][CH2:6][CH2:5][CH2:4]1. Procedure: 20 g of ethyl 1-cyanocyclopentanecarboxylate are placed in 200 ml of a 10% solution of ammonia in ethanol and hydrogenated at 60° C. under a pressure of 100 bar in the presence of rhodium-on-alumina for 72 hours. After filtration on cellite® and evaporation, the residue is chromatographed on silica using a DCM/methanol/20% aqueous ammonia mixture (98/2/0.5; v/v/v) as the eluent. Starting materials: CC(C)CCCC(C)C1CCC2C3C(OS(C)(=O)=O)C(OS(C)(=O)=O)C4=CC(=O)CCC4(C)C3CCC12C, CC(=O)O, CO, [N-]=[N+]=[N-], [Na+]. Product: CC(C)CCCC(C)C1CCC2C3C=C(N=[N+]=[N-])C4=CC(=O)CCC4(C)C3CCC12C. RXN SMILES: [CH3:1][S:2]([O:3][CH:6]1[CH:7]([O:4][S:5]([CH3:34])(=[O:35])=[O:36])[CH:8]2[CH:9]3[CH2:10][CH2:11][CH:12]([CH:13]([CH2:14][CH2:15][CH2:16][CH:17]([CH3:18])[CH3:19])[CH3:20])[C:21]3([CH3:33])[CH2:22][CH2:23][CH:24]2[C:25]2([CH3:32])[CH2:26][CH2:27][C:28](=[O:31])[CH:29]=[C:30]12)(=[O:37])=[O:38].[CH3:43][C:44](=[O:45])[OH:46].[CH3:47][OH:48].[N-:40]=[N+:41]=[N-:42].[Na+:39]>>[C:6]1([N:40]=[N+:41]=[N-:42])=[CH:7][CH:8]2[CH:9]3[CH2:10][CH2:11][CH:12]([CH:13]([CH2:14][CH2:15][CH2:16][CH:17]([CH3:18])[CH3:19])[CH3:20])[C:21]3([CH3:33])[CH2:22][CH2:23][CH:24]2[C:25]2([CH3:32])[CH2:26][CH2:27][C:28](=[O:31])[CH:29]=[C:30]12. Reactants: SC=1C=C2CCC(OC2=CC1C)O (6-Mercapto-7-methyl-chroman-2-ol), COC(CC1OC2=CC(=C(C=C2CC1)SCC1=C(N=C(S1)C1=CC=C(C=C1)C(F)(F)F)C)C)=O (7-Methyl-6-[4-methyl-2-(4-trifluoromethyl-pheny)-thiazol-5-ylmethylsulfanyl]-chroman-2-yl-acetic acid methyl ester), COC(CC1OC2=CC(=C(C=C2CC1)SCC1=C(N=C(S1)C1=CC=C(C=C1)C(F)(F)F)C)C)=O (7-Methyl-6-[4-methyl-2-(4-trifluoromethyl-pheny)-thiazol-5-ylmethylsulfanyl]-chroman-2-yl-acetic acid methyl ester). Product: COC(CC1OC2=CC(=C(C=C2CC1)S)C)=O (6-Mercapto-7-methyl-chroman-2-yl-acetic acid methyl ester). RXN SMILES: SC1C=C2C(=CC=1C)OC(O)CC2.[CH3:14][O:15][C:16](=[O:47])[CH2:17][CH:18]1[CH2:27][CH2:26][C:25]2[C:20](=[CH:21][C:22]([CH3:46])=[C:23]([S:28]CC3SC(C4C=CC(C(F)(F)F)=CC=4)=NC=3C)[CH:24]=2)[O:19]1>>[CH3:14][O:15][C:16](=[O:47])[CH2:17][CH:18]1[CH2:27][CH2:26][C:25]2[C:20](=[CH:21][C:22]([CH3:46])=[C:23]([SH:28])[CH:24]=2)[O:19]1. Reported procedure: Compound 15D was prepared according to the method of example 1D utilizing compound 15C. MS: 251 (M−1)+. Preparation of 7-Methyl-6-[4-methyl-2-(4-trifluoromethyl-pheny)-thiazol-5-ylmethylsulfanyl]-chroman-2-yl-acetic acid methyl ester (Compound 15E)